From a dataset of the Open Reaction Database (ORD), a public repository of structured organic reaction records. describe an organic reaction: reactants, conditions, products, and yield The reactants are S(O)(O)(=O)=O (sulfuric acid), C(=O)OCC (ethyl formate), CC1CCCO1 (MeTHF), BrCCCC=C (5-bromo-1-pentene), BrCCCC=C (5-bromo-1-pentene), BrCCCC=C (5-bromo-1-pentene), [Mg] (magnesium), CC1CCCO1 (MeTHF). Reagents/catalysts: CC([O-])C.[Ti+4].CC([O-])C.CC([O-])C.CC([O-])C (titanium isopropoxide). Conditions: temperature 60 celsius, time 1 hour. Yields the product C(C=C)C1C(CCC1)O (2-allylcyclopentanol). As a reaction SMILES: [Mg].Br[CH2:3][CH2:4][CH2:5]C=C.C(OCC)=O.S(=O)(=O)(O)O.[CH3:18][CH:19]1[O:23][CH2:22][CH2:21][CH2:20]1>CC(C)[O-].[Ti+4].CC(C)[O-].CC(C)[O-].CC(C)[O-]>[CH2:5]([CH:18]1[CH2:22][CH2:21][CH2:20][CH:19]1[OH:23])[CH:4]=[CH2:3] |f:5.6.7.8.9|. Reported procedure: To a reaction vessel was added magnesium turnings (2.45 equivalents) and MeTHF (8 volumes). The flask was then sparged with nitrogen and 5-bromo-1-pentene (2.4 equivalents) was added to the addition funnel. The mixture was heated to about 60° C. and 0.05 volumes of 5-bromo-1-pentene were dripped into the mixture to initiate the reaction. Once the reaction initiated, the remaining portion of 5-bromo-1-pentene was slowly added into the flask over about 3 hours. After the addition, the reaction was... Reactants: Cl (hydrochloric acid), ClC=1SC(=CC1C1CC(CC(C1)=O)=O)Cl (5-(2,5-dichlorothiophen-3-yl)cyclohexane-1,3-dione), C1(CCCCC1)N=C=NC1CCCCC1 (dicyclohexylcarbodiimide), C(C)(=O)O (acetic acid). The reagents and catalysts are CN(C1=CC=NC=C1)C (4-dimethylaminopyridine). Run in O (water), CN(C=O)C (dimethylformamide). Run at time 13 hour. Product: ClC=1SC(=CC1C1CC(C(C(C1)=O)=C(C)O)=O)Cl (5-(2,5-dichlorothiophen-3-yl)-2-(1-hydroxyethylidene)cyclohexane-1,3-dione). Isolated yield 70.2%. Reaction SMILES: [Cl:1][C:2]1[S:3][C:4]([Cl:15])=[CH:5][C:6]=1[CH:7]1[CH2:12][C:11](=[O:13])[CH2:10][C:9](=[O:14])[CH2:8]1.C1(N=C=NC2CCCCC2)CCCCC1.[C:31](O)(=[O:33])[CH3:32].Cl>CN(C)C1C=CN=CC=1.CN(C)C=O.O>[Cl:1][C:2]1[S:3][C:4]([Cl:15])=[CH:5][C:6]=1[CH:7]1[CH2:12][C:11](=[O:13])[C:10](=[C:31]([OH:33])[CH3:32])[C:9](=[O:14])[CH2:8]1. Procedure details: To a solution of 5-(2,5-dichlorothiophen-3-yl)cyclohexane-1,3-dione (3.07 g), 4-dimethylaminopyridine (2.14 g) and dicyclohexylcarbodiimide (3.13 g) in dimethylformamide (10 ml) was added acetic acid (1.26 g), and the mixture was stirred at room temperature for 13 hours. To the mixture were added water (30 ml) and 2N hydrochloric acid (10 ml), and the mixture was extracted with ethyl acetate. The organic layer was extracted with 0.5N sodium hydroxide solution, and to the aqueous layer was added ...